This data is from the Open Reaction Database (ORD), a public repository of structured organic reaction records. The task is: describe an organic reaction: reactants, conditions, products, and yield Reactants: CN1CCNCC1, CS(C)=O, Cn1cc(C(=O)O)c(=O)c2cc(Cl)c(Cl)cc21. Yields the product CN1CCN(c2cc3c(cc2Cl)c(=O)c(C(=O)O)cn3C)CC1. Reaction SMILES: [CH3:18][N:19]1[CH2:20][CH2:21][NH:22][CH2:23][CH2:24]1.[CH3:25][S:26]([CH3:27])=[O:28].[Cl:1][c:2]1[cH:3][c:4]2[c:5](=[O:17])[c:6]([C:14](=[O:15])[OH:16])[cH:7][n:8]([CH3:13])[c:9]2[cH:10][c:11]1[Cl:12]>>[Cl:1][c:2]1[cH:3][c:4]2[c:5](=[O:17])[c:6]([C:14](=[O:15])[OH:16])[cH:7][n:8]([CH3:13])[c:9]2[cH:10][c:11]1[N:22]1[CH2:21][CH2:20][N:19]([CH3:18])[CH2:24][CH2:23]1. Starting materials: C(O)([O-])=O.[Na+] (Sodium hydrogencarbonate), BrC=1C=C2C=CC(=NC2=CC1)C (6-Bromo-2-methylquinoline), S1C(=CC=C1)B(O)O (2-Thienylboronic acid), C(C)OC(C)O (ethoxyethanol). The reagents and catalysts are [Pd].C1(=CC=CC=C1)P(C1=CC=CC=C1)C1=CC=CC=C1.C1(=CC=CC=C1)P(C1=CC=CC=C1)C1=CC=CC=C1.C1(=CC=CC=C1)P(C1=CC=CC=C1)C1=CC=CC=C1.C1(=CC=CC=C1)P(C1=CC=CC=C1)C1=CC=CC=C1 (tetrakis(triphenylphosphine) palladium). The solvent is O (water), C(C)OCCO (2-ethoxyethanol). Reaction conditions: time 5 minute. The product is CC1=NC2=CC=C(C=C2C=C1)C=1SC=CC1 (2-methyl-6-(2-thienyl)quinoline). Reaction SMILES: Br[C:2]1[CH:3]=[C:4]2[C:9](=[CH:10][CH:11]=1)[N:8]=[C:7]([CH3:12])[CH:6]=[CH:5]2.[S:13]1[CH:17]=[CH:16][CH:15]=[C:14]1B(O)O.C(OC(O)C)C.C(=O)([O-])O.[Na+]>C(OCCO)C.O.[Pd].C1(P(C2C=CC=CC=2)C2C=CC=CC=2)C=CC=CC=1.C1(P(C2C=CC=CC=2)C2C=CC=CC=2)C=CC=CC=1.C1(P(C2C=CC=CC=2)C2C=CC=CC=2)C=CC=CC=1.C1(P(C2C=CC=CC=2)C2C=CC=CC=2)C=CC=CC=1>[CH3:12][C:7]1[CH:6]=[CH:5][C:4]2[C:9](=[CH:10][CH:11]=[C:2]([C:14]3[S:13][CH:17]=[CH:16][CH:15]=3)[CH:3]=2)[N:8]=1 |f:3.4,7.8.9.10.11|. Procedure details: To a solution 6-Bromo-2-methylquinoline (17.4 g; 0.078 mol) in 2-ethoxyethanol (100 ml) was added tetrakis(triphenylphosphine) palladium (2.7 g; 0.0023 mol) and the reaction mixture was stirred at room temperature under nitrogen atmosphere for 5 minutes. 2-Thienylboronic acid (10.0 g; 0.078 mol) was added followed by ethoxyethanol (70 ml). Sodium hydrogencarbonate (20 g; 0.24 mol) in water (100 ml) was added and the reaction mixture was magnetically stirred and heated under nitrogen at 90° C. fo... Starting materials: Cl (HCl), N1C=C(C2=CC=CC=C12)CC(=O)N[C@@H]1[C@@H](CN(C1=O)C1=CC=CC=C1)C(=O)OCC (Ethyl cis-4-[(1H-indol-3-ylacetyl)amino]-5-oxo-1-phenyl-3-pyrrolidinecarboxylate), C1CCOC1.CCO (THF EtOH), [OH-].[Li+] (lithium hydroxide). The solvent is O (H2O). Conditions: time 2.5 hour. Yields the product N1C=C(C2=CC=CC=C12)CC(=O)N[C@H]1[C@@H](CN(C1=O)C1=CC=CC=C1)C(=O)O (trans-4-[(3-indolylacetyl)amino]-5-oxo-1-phenyl-3-pyrrolidinecarboxylic acid). Yield: 25.7%. As a reaction SMILES: [NH:1]1[C:9]2[C:4](=[CH:5][CH:6]=[CH:7][CH:8]=2)[C:3]([CH2:10][C:11]([NH:13][C@H:14]2[C:18](=[O:19])[N:17]([C:20]3[CH:25]=[CH:24][CH:23]=[CH:22][CH:21]=3)[CH2:16][C@H:15]2[C:26]([O:28]CC)=[O:27])=[O:12])=[CH:2]1.C1COCC1.CCO.[OH-].[Li+].Cl>O>[NH:1]1[C:9]2[C:4](=[CH:5][CH:6]=[CH:7][CH:8]=2)[C:3]([CH2:10][C:11]([NH:13][C@@H:14]2[C:18](=[O:19])[N:17]([C:20]3[CH:25]=[CH:24][CH:23]=[CH:22][CH:21]=3)[CH2:16][C@H:15]2[C:26]([OH:28])=[O:27])=[O:12])=[CH:2]1 |f:1.2,3.4|. Procedure: To the title compound of example 8 (520 mg, 1.28 mmol) in 1:4 THF/EtOH (20 ml) was added lithium hydroxide (46 mg (1.92 mmol) in H2O (10 ml) and stirred for 2.5 h. The reaction mixture was acidified with 1N HCl to pH 3 and concentrated in vacuo. The mixture was purified by chromatography on silica gel (CH3OH/HOAc/CH2Cl2 gradient 10/1/89 to 20/1/79) to give 124 mg (18%) of the title compound. MS calcd for C21H19N3O4 : 377, found 377. Starting materials: CCCC[N+](CCCC)(CCCC)CCCC.[F-] (TBAF), FC1=CC=C(C=C1)S(=O)(=O)N1C2=C(OCC1)N=CC(=C2)C(=O)Cl (1-(4-fluorophenylsulfonyl)-2,3-dihydro-1H-pyrido[2,3-b][1,4]oxazine-7-carbonyl chloride), ONC(C(=O)OCC)=N (ethyl 2-(hydroxyamino)-2-iminoacetate), CCN(C(C)C)C(C)C (DIPEA). Run in C(Cl)Cl (DCM), O (water). Reaction conditions: temperature 40 celsius, time 1.5 hour. The product is FC1=CC=C(C=C1)S(=O)(=O)N1C2=C(OCC1)N=CC(=C2)C2=NC(=NO2)C(=O)OCC (Ethyl 5-(1-(4-fluorophenylsulfonyl)-2,3-dihydro-1H-pyrido[2,3-b][1,4]oxazin-7-yl)-1,2,4-oxadiazole-3-carboxylate). Isolated yield 49.2%. As a reaction SMILES: [F:1][C:2]1[CH:7]=[CH:6][C:5]([S:8]([N:11]2[CH2:16][CH2:15][O:14][C:13]3[N:17]=[CH:18][C:19]([C:21](Cl)=[O:22])=[CH:20][C:12]2=3)(=[O:10])=[O:9])=[CH:4][CH:3]=1.O[NH:25][C:26](=[NH:32])[C:27]([O:29][CH2:30][CH3:31])=[O:28].CCN(C(C)C)C(C)C.CCCC[N+](CCCC)(CCCC)CCCC.[F-]>C(Cl)Cl.O>[F:1][C:2]1[CH:7]=[CH:6][C:5]([S:8]([N:11]2[CH2:16][CH2:15][O:14][C:13]3[N:17]=[CH:18][C:19]([C:21]4[O:22][N:32]=[C:26]([C:27]([O:29][CH2:30][CH3:31])=[O:28])[N:25]=4)=[CH:20][C:12]2=3)(=[O:10])=[O:9])=[CH:4][CH:3]=1 |f:3.4|. Reported procedure: To a solution of 1-(4-fluorophenylsulfonyl)-2,3-dihydro-1H-pyrido[2,3-b][1,4]oxazine-7-carbonyl chloride (200 mg, 0.561 mmol) in DCM (5 mL) and water (1 mL) was added ethyl 2-(hydroxyamino)-2-iminoacetate (143.5 mg, 1.086 mmol) and DIPEA (230 μL, 1.317 mmol) to give a pink suspension. The reaction was stirred at 40° C. for 1.5 hours. LCMS analysis of the reaction mixture indicated complete consumption of starting material. The reaction mixture was extracted with DCM (2×10 mL) dried over anhydrou... The reactants are C(C)(C)(C)OC(=O)N1CCN(CC1)S(=O)(=O)C=1N(C2=CC=C(C=C2C1)Cl)S(=O)(=O)C1=CC=CC=C1 (1-tert-butoxycarbonyl-4-[(5-chloro-1-phenylsulfonylindol-2-yl)sulfonyl]piperazine), O (water), [Cl-].[NH4+] (ammonium chloride), [OH-].[Na+] (sodium hydroxide). Procedure: In methanol (100 ml), 1-tert-butoxycarbonyl-4-[(5-chloro-1-phenylsulfonylindol-2-yl)sulfonyl]piperazine (3.63 g) was dissolved. Under ice cooling, a 0.2N methanol solution of sodium hydroxide (100 ml) was added to the resulting solution, followed by stirring at room temperature for 12 hours. After a saturated aqueous solution of ammonium chloride was added to the reaction mixture under ice cooling, water and dichloromethane were added to separate the organic layer. The organic layer was dried ov... Reaction conditions: time 12 hour. Yields the product Cl.ClC=1C=C2C=C(NC2=CC1)S(=O)(=O)N1CCNCC1 (1-[(5-Chloroindol-2-yl)sulfonyl]piperazine hydrochloride). Reaction SMILES: C(OC([N:8]1[CH2:13][CH2:12][N:11]([S:14]([C:17]2[N:18](S(C3C=CC=CC=3)(=O)=O)[C:19]3[C:24]([CH:25]=2)=[CH:23][C:22]([Cl:26])=[CH:21][CH:20]=3)(=[O:16])=[O:15])[CH2:10][CH2:9]1)=O)(C)(C)C.[OH-].[Na+].[Cl-].[NH4+].O>CO.ClCCl>[ClH:26].[Cl:26][C:22]1[CH:23]=[C:24]2[C:19](=[CH:20][CH:21]=1)[NH:18][C:17]([S:14]([N:11]1[CH2:12][CH2:13][NH:8][CH2:9][CH2:10]1)(=[O:16])=[O:15])=[CH:25]2 |f:1.2,3.4,8.9|. Run in CO (methanol), ClCCl (dichloromethane), CO (methanol). Conditions: time 8 hour. Run in C(C)O (ethanol), C(C)O (ethanol). Product: ClC1=CC=C2N(C=3CC(CC(C3C(C2=C1)=O)=NCCCN(C)C)C1=CC(=C(C=C1)Cl)Cl)O (7-chloro-3-(3,4-dichlorophenyl)1-[[3-(dimethylamino)propyl]imino]-1,3,4,10-tetrahydro-10-hydroxy-9(2H)acridinone). RXN SMILES: [CH3:1][N:2]([CH3:7])[CH2:3][CH2:4][CH2:5][NH2:6].[Cl:8][C:9]1[CH:22]=[C:21]2[C:12]([N:13]([OH:33])[C:14]3[CH2:15][CH:16]([C:25]4[CH:30]=[CH:29][C:28]([Cl:31])=[C:27]([Cl:32])[CH:26]=4)[CH2:17][C:18](=O)[C:19]=3[C:20]2=[O:23])=[CH:11][CH:10]=1>C(O)C>[Cl:8][C:9]1[CH:22]=[C:21]2[C:12]([N:13]([OH:33])[C:14]3[CH2:15][CH:16]([C:25]4[CH:30]=[CH:29][C:28]([Cl:31])=[C:27]([Cl:32])[CH:26]=4)[CH2:17][C:18](=[N:6][CH2:5][CH2:4][CH2:3][N:2]([CH3:7])[CH3:1])[C:19]=3[C:20]2=[O:23])=[CH:11][CH:10]=1. Reported procedure: A solution of 1.4 g of N,N-dimethyl-1,3-propanediamine in 10 ml of ethanol is added dropwise to a stirred, cooled mixture of 4.1 g of 7-chloro-3-(3,4-dichlorophenyl)-3,4-dihydro-10-hydroxy-1,9(2H,10H)acridinedione in 100 ml of ethanol. The mixture is stirred at room temperature overnight and evaporated to dryness in vacuo. The residue is recrystallized from ethanol to give 7-chloro-3-(3,4-dichlorophenyl)1-[[3-(dimethylamino)propyl]imino]-1,3,4,10-tetrahydro-10-hydroxy-9(2H)acridinone; mp 208°-21... Reactants: CN(CCCN)C (N,N-dimethyl-1,3-propanediamine), ClC1=CC=C2N(C=3CC(CC(C3C(C2=C1)=O)=O)C1=CC(=C(C=C1)Cl)Cl)O (7-chloro-3-(3,4-dichlorophenyl)-3,4-dihydro-10-hydroxy-1,9(2H,10H)acridinedione). Starting materials: COc1ccc(OC)c(CNC(=O)c2cccc(Br)n2)c1, CC[O-], CCO, [Na+]. The product is CCOc1cccc(C(=O)NCc2cc(OC)ccc2OC)n1. Reaction SMILES: [CH3:1][O:2][c:3]1[c:4]([CH2:5][NH:6][C:7](=[O:8])[c:9]2[n:10][c:11]([Br:15])[cH:12][cH:13][cH:14]2)[cH:16][c:17]([O:20][CH3:21])[cH:18][cH:19]1.[CH3:22][CH2:23][O-:24].[CH3:26][CH2:27][OH:28].[Na+:25]>>[CH3:1][O:2][c:3]1[c:4]([CH2:5][NH:6][C:7](=[O:8])[c:9]2[n:10][c:11]([O:24][CH2:23][CH3:22])[cH:12][cH:13][cH:14]2)[cH:16][c:17]([O:20][CH3:21])[cH:18][cH:19]1.